From a dataset of the Open Reaction Database (ORD), a public repository of structured organic reaction records. describe an organic reaction: reactants, conditions, products, and yield Product: Cl.FC(C=1C=C(C=C(C1)C(F)(F)F)[C@H](C)N(C(=O)N1[C@H](C[C@]2(CC[C@@H](N2)C(=O)N)CC1)C1=C(C=C(C=C1)F)C)C)(F)F ((2R,5S,7R)—N8-{(1S)-1-[3,5-bis(trifluoromethyl)phenyl]ethyl}-7-(4-fluoro-2-methylphenyl)-N8-methyl-1,8-diazaspiro[4.5]decane-2,8-dicarboxamide hydrochloride). Reported procedure: To a solution of (2R,5S,7R)—N8-{(1S)-1-[3,5-bis(trifluoromethyl)phenyl]ethyl}-7-(4-fluoro-2-methylphenyl)-N8-methyl-1,8-diazaspiro[4.5]decane-2,8-dicarboxamide (Example 11, 54 mg, 0.092 mmol) in Diethyl ether (1 ml) was added 1M HCl in Et2O (200 μL, 0.200 mmol) and the resulting mixture was stirred for 30 mins. Then the solvent was evaporated to dryness to give the title compound (57.4 mg, 0.091 mmol, 99% yield). 1H NMR (500 MHz, DMSO-d6) δ ppm 9.35-9.68 (m, 1H) 8.35-8.60 (m, 1H) 7.95 (s, 1H) 7.... Conditions: time 30 minute. Solvent: C(C)OCC (Diethyl ether), CCOCC (Et2O). As a reaction SMILES: [F:1][C:2]([F:41])([F:40])[C:3]1[CH:4]=[C:5]([C@@H:13]([N:15]([CH3:39])[C:16]([N:18]2[CH2:30][CH2:29][C@:21]3([NH:25][C@@H:24]([C:26]([NH2:28])=[O:27])[CH2:23][CH2:22]3)[CH2:20][C@@H:19]2[C:31]2[CH:36]=[CH:35][C:34]([F:37])=[CH:33][C:32]=2[CH3:38])=[O:17])[CH3:14])[CH:6]=[C:7]([C:9]([F:12])([F:11])[F:10])[CH:8]=1.[ClH:42]>C(OCC)C>[ClH:42].[F:41][C:2]([F:1])([F:40])[C:3]1[CH:4]=[C:5]([C@@H:13]([N:15]([CH3:39])[C:16]([N:18]2[CH2:30][CH2:29][C@:21]3([NH:25][C@@H:24]([C:26]([NH2:28])=[O:27])[CH2:23][CH2:22]3)[CH2:20][C@@H:19]2[C:31]2[CH:36]=[CH:35][C:34]([F:37])=[CH:33][C:32]=2[CH3:38])=[O:17])[CH3:14])[CH:6]=[C:7]([C:9]([F:10])([F:11])[F:12])[CH:8]=1 |f:3.4|. Starting materials: FC(C=1C=C(C=C(C1)C(F)(F)F)[C@H](C)N(C(=O)N1[C@H](C[C@]2(CC[C@@H](N2)C(=O)N)CC1)C1=C(C=C(C=C1)F)C)C)(F)F ((2R,5S,7R)—N8-{(1S)-1-[3,5-bis(trifluoromethyl)phenyl]ethyl}-7-(4-fluoro-2-methylphenyl)-N8-methyl-1,8-diazaspiro[4.5]decane-2,8-dicarboxamide), Cl (HCl). The yield is 99.0%.